From a dataset of the Open Reaction Database (ORD), a public repository of structured organic reaction records. describe an organic reaction: reactants, conditions, products, and yield Starting materials: [BH4-], CCOC(CCCN)OCC, CO, N#Cc1ccc(C=O)cc1, COC(OC)OC, [Na+]. The product is CCOC(CCCNCc1ccc(C#N)cc1)OCC. As a reaction SMILES: [BH4-:29].[CH2:11]([CH3:12])[O:13][CH:14]([CH2:15][CH2:16][CH2:17][NH2:18])[O:19][CH2:20][CH3:21].[CH3:31][OH:32].[CH:1](=[O:2])[c:3]1[cH:4][cH:5][c:6]([C:7]#[N:8])[cH:9][cH:10]1.[CH:22]([O:23][CH3:24])([O:25][CH3:26])[O:27][CH3:28].[Na+:30]>>[CH2:1]([c:3]1[cH:4][cH:5][c:6]([C:7]#[N:8])[cH:9][cH:10]1)[NH:18][CH2:17][CH2:16][CH2:15][CH:14]([O:13][CH2:11][CH3:12])[O:19][CH2:20][CH3:21]. Starting materials: ClC1=CC=C(C=C1)OC (4-chloroanisole), CC(C)([O-])C.[Na+] (sodium tert-butoxide), CNC1=CC=CC=C1 (N-methylaniline), Ph5FcP(t-Bu)2. The reagents and catalysts are CC(=O)[O-].CC(=O)[O-].[Pd+2] (Pd(OAc)2). Run in C1(=CC=CC=C1)C (toluene). The product is COC1=CC=C(C=C1)N(C1=CC=CC=C1)C (N-(4-methoxyphenyl)-N-methylaniline). Yield: 93.3%. RXN SMILES: Cl[C:2]1[CH:7]=[CH:6][C:5]([O:8][CH3:9])=[CH:4][CH:3]=1.[CH3:10][NH:11][C:12]1[CH:17]=[CH:16][CH:15]=[CH:14][CH:13]=1.CC(C)([O-])C.[Na+]>C1(C)C=CC=CC=1.CC([O-])=O.CC([O-])=O.[Pd+2]>[CH3:9][O:8][C:5]1[CH:6]=[CH:7][C:2]([N:11]([CH3:10])[C:12]2[CH:17]=[CH:16][CH:15]=[CH:14][CH:13]=2)=[CH:3][CH:4]=1 |f:2.3,5.6.7|. Procedure: According to the general procedure B, 4-chloroanisole (146 mg, 1.02 mmol) reacted with N-methylaniline (130 mg, 1.20 mmol) using 0.5 mol % Pd(OAc)2, 1 mol % of Ph5FcP(t-Bu)2, and sodium tert-butoxide (115 mg, 1.20 mmol) at 100° C. in toluene to give the title compound (203 mg, 93%) as a colorless oil: 1H-NMR (400 MHz, CDCl3):□ 7.24 (t, 2H, J=7.3 Hz), 7.13 (d, 2H, J=8.79 Hz), 6.93 (d, 2H, J=8.79 Hz), 6.82 (app.d, 3H, J=7.4 Hz), 3.85 (s, 3H), 3.29 (s, 3H). 13C{1H}-NMR (100 MHz, CDCl3): δ 156.23, 1... Starting materials: CCN(CC)c1cc(F)c(N=C=S)cc1F, CNN, CCO. RXN SMILES: [CH2:1]([CH3:2])[N:3]([c:4]1[cH:5][c:6]([F:14])[c:7]([N:11]=[C:12]=[S:13])[cH:8][c:9]1[F:10])[CH2:15][CH3:16].[CH3:17][NH:18][NH2:19].[CH3:20][CH2:21][OH:22]>>[CH2:1]([CH3:2])[N:3]([c:4]1[cH:5][c:6]([F:14])[c:7]([NH:11][C:12](=[S:13])[N:18]([CH3:17])[NH2:19])[cH:8][c:9]1[F:10])[CH2:15][CH3:16]. Yields the product CCN(CC)c1cc(F)c(NC(=S)N(C)N)cc1F. Starting materials: C1(CC1)C1=NC(=NC(=C1CO)COC)C1=CC=C(C=C1)C(F)(F)F ([4-cyclopropyl-6-methoxymethyl-2-(4-trifluoromethyl-phenyl)-pyrimidin-5-yl]-methanol), S(=O)(Cl)Cl (thionylchloride). Solvent: ClCCl (dichloromethane). Conditions: time 2 hour. Yields the product ClCC=1C(=NC(=NC1COC)C1=CC=C(C=C1)C(F)(F)F)C1CC1 (5-chloromethyl-4-cyclopropyl-6-methoxymethyl-2-(4-trifluoromethyl-phenyl)-pyrimidine). Isolated yield 99.6%. Reaction SMILES: [CH:1]1([C:4]2[C:9]([CH2:10]O)=[C:8]([CH2:12][O:13][CH3:14])[N:7]=[C:6]([C:15]3[CH:20]=[CH:19][C:18]([C:21]([F:24])([F:23])[F:22])=[CH:17][CH:16]=3)[N:5]=2)[CH2:3][CH2:2]1.S(Cl)([Cl:27])=O>ClCCl>[Cl:27][CH2:10][C:9]1[C:4]([CH:1]2[CH2:3][CH2:2]2)=[N:5][C:6]([C:15]2[CH:16]=[CH:17][C:18]([C:21]([F:23])([F:24])[F:22])=[CH:19][CH:20]=2)=[N:7][C:8]=1[CH2:12][O:13][CH3:14]. Reported procedure: A solution of 1.29 g (3.8 mmol) [4-cyclopropyl-6-methoxymethyl-2-(4-trifluoromethyl-phenyl)-pyrimidin-5-yl]-methanol in 12 ml dichloromethane was treated with 0.29 ml (3.99 mmol) thionylchloride. After 2 h stirring at RT, the mixture was partitioned between ether and water. The ether-phase was concentrated under reduced pressure giving 1.35 g pure crystalline 5-chloromethyl-4-cyclopropyl-6-methoxymethyl-2-(4-trifluoromethyl-phenyl)-pyrimidine. The reactants are cyclic amide, NC(=O)N (urea), C(N)([O-])=O (carbamate), NC=1C=C(C=CC1)C(CN1CCN(CC1)C1=C2C=CC(=NC2=CC=C1)C)O (1-(3-aminophenyl)2-[4-(2-methyl-5-quinolinyl)-1-piperazinyl]ethanol), C(C)(=O)C=1C=C(C=CC1)N1C(CC1)=O (1-(3-Acetylphenyl)-2-azetidinone), CC1=NC2=CC=CC(=C2C=C1)N1CCN(CC1)CCC=1C=C(N)C=CC1 (3-{2-[4-(2-methyl-5-quinolinyl)-1-piperazinyl]ethyl}aniline). Yields the product OC(CN1CCN(CC1)C1=C2C=CC(=NC2=CC=C1)C)C=1C=C(C=CC1)N1C(CC1)=O (1-(3-{1-Hydroxy-2-[4-(2-methyl-5-quinolinyl)-1-piperazinyl]ethyl}phenyl)-2-azetidinone). Isolated yield 39.0%. RXN SMILES: NC(N)=O.C(=O)([O-])N.[NH2:9][C:10]1[CH:11]=[C:12]([CH:16]([OH:35])[CH2:17][N:18]2[CH2:23][CH2:22][N:21]([C:24]3[CH:33]=[CH:32][CH:31]=[C:30]4[C:25]=3[CH:26]=[CH:27][C:28]([CH3:34])=[N:29]4)[CH2:20][CH2:19]2)[CH:13]=[CH:14][CH:15]=1.[C:36]([C:39]1C=C(N2CCC2=O)C=C[CH:44]=1)(=[O:38])C.CC1C=CC2C(=CC=CC=2N2CCN(CCC3C=C(C=CC=3)N)CC2)N=1>>[OH:35][CH:16]([C:12]1[CH:11]=[C:10]([N:9]2[CH2:44][CH2:39][C:36]2=[O:38])[CH:15]=[CH:14][CH:13]=1)[CH2:17][N:18]1[CH2:23][CH2:22][N:21]([C:24]2[CH:33]=[CH:32][CH:31]=[C:30]3[C:25]=2[CH:26]=[CH:27][C:28]([CH3:34])=[N:29]3)[CH2:20][CH2:19]1. Procedure details: The title compound was prepared in 39% yield according to the general procedure for the synthesis of cyclic amide, urea and carbamate derivatives of 1-(3-aminophenyl)2-[4-(2-methyl-5-quinolinyl)-1-piperazinyl]ethanol (Method H) starting from 1-(3-acetylphenyl)-2-azetidinone (D10) and 2-methyl-5(1l-piperazinyl)quinoline (D3). The reactants are CC12CCCC3=CC(=CC(CCC1)=C32)N (6a-Methyl-5,6,6a,7,8,9-hexahydro-4H-2-phenalenylamine), ClC1=NC=C(C=N1)C(=O)OCC (ethyl 2-chloropyrimidine-5-carboxylate), C([O-])([O-])=O.[K+].[K+] (potassium carbonate). Run in O (water). Conditions: temperature 110 celsius, time 8 hour. Product: CC12CCCC3=CC(=CC(CCC1)=C32)NC3=NC=C(C=N3)C(=O)OCC (Ethyl 2-[(5,6,6a,7,8,9-hexahydro-6a-methyl-4H-2-phenalenyl)amino]pyrimidine-5-carboxylate). Isolated yield 83.6%. Reaction SMILES: [CH3:1][C:2]12[C:14]3[C:6](=[CH:7][C:8]([NH2:15])=[CH:9][C:10]=3[CH2:11][CH2:12][CH2:13]1)[CH2:5][CH2:4][CH2:3]2.Cl[C:17]1[N:22]=[CH:21][C:20]([C:23]([O:25][CH2:26][CH3:27])=[O:24])=[CH:19][N:18]=1.C(=O)([O-])[O-].[K+].[K+]>O>[CH3:1][C:2]12[C:14]3[C:6](=[CH:7][C:8]([NH:15][C:17]4[N:18]=[CH:19][C:20]([C:23]([O:25][CH2:26][CH3:27])=[O:24])=[CH:21][N:22]=4)=[CH:9][C:10]=3[CH2:11][CH2:12][CH2:13]1)[CH2:5][CH2:4][CH2:3]2 |f:2.3.4|. Procedure details: 6a-Methyl-5,6,6a,7,8,9-hexahydro-4H-2-phenalenylamine (0.111 g) was added with ethyl 2-chloropyrimidine-5-carboxylate (0.104 g) and potassium carbonate (0.400 g), and the mixture was stirred overnight at 110° C. The reaction mixture was left to cool and then added with water, and the mixture was extracted with chloroform. The organic layer was washed successively with water and saturated brine, and dried over anhydrous sodium sulfate. The organic layer was concentrated under reduced pressure, an... The reactants are ClC1=CC=C(C=N1)OC1CCN(CC1)C(=O)OC(C)(C)C (tert-butyl 4-((6-chloropyridin-3-yl)oxy)piperidine-1-carboxylate), COC=1C=C2C=CNC2=CC1 (5-methoxy-1H-indole). Yields the product C(C)(C)(C)OC(=O)N1CCC(CC1)OC=1C=NC(=CC1)N1C=CC2=CC(=CC=C12)OC (tert-Butyl-4-((6-(5-methoxy-1H-indol-1-yl)pyridin-3-yl)oxy)-piperidine-1-carboxylate). RXN SMILES: Cl[C:2]1[N:7]=[CH:6][C:5]([O:8][CH:9]2[CH2:14][CH2:13][N:12]([C:15]([O:17][C:18]([CH3:21])([CH3:20])[CH3:19])=[O:16])[CH2:11][CH2:10]2)=[CH:4][CH:3]=1.[CH3:22][O:23][C:24]1[CH:25]=[C:26]2[C:30](=[CH:31][CH:32]=1)[NH:29][CH:28]=[CH:27]2>>[C:18]([O:17][C:15]([N:12]1[CH2:13][CH2:14][CH:9]([O:8][C:5]2[CH:6]=[N:7][C:2]([N:29]3[C:30]4[C:26](=[CH:25][C:24]([O:23][CH3:22])=[CH:32][CH:31]=4)[CH:27]=[CH:28]3)=[CH:3][CH:4]=2)[CH2:10][CH2:11]1)=[O:16])([CH3:21])([CH3:20])[CH3:19]. Procedure details: The title compound was prepared by following the similar procedure as described in Example-1 using tert-butyl 4-((6-chloropyridin-3-yl)oxy)piperidine-1-carboxylate (intermediate-06) and 5-methoxy-1H-indole (0.085 g, 20%).